Dataset: the Open Reaction Database (ORD), a public repository of structured organic reaction records. Task: describe an organic reaction: reactants, conditions, products, and yield The reactants are C(=O)O (Formic acid), O1C(OCCC1)CCC1CCC(CC1)C1CCC(CC1)CCC1=CC=C(C=C1)C(F)(F)F (4-(4-(1,3-dioxan-2-ylethyl)cyclohexyl)-1-(2-(4-trifluoromethylphenyl)ethyl)cyclohexane). Run in C1(=CC=CC=C1)C (toluene). Yields the product FC(C1=CC=C(C=C1)CCC1CCC(CC1)C1CCC(CC1)CCC=O)(F)F (3-(4-(4-(2-(4-trifluoromethylphenyl)ethyl)cyclohexyl)cyclohexyl)propanal). The yield is 95.0%. RXN SMILES: C(O)=O.[O:4]1CCCO[CH:5]1[CH2:10][CH2:11][CH:12]1[CH2:17][CH2:16][CH:15]([CH:18]2[CH2:23][CH2:22][CH:21]([CH2:24][CH2:25][C:26]3[CH:31]=[CH:30][C:29]([C:32]([F:35])([F:34])[F:33])=[CH:28][CH:27]=3)[CH2:20][CH2:19]2)[CH2:14][CH2:13]1>C1(C)C=CC=CC=1>[F:33][C:32]([F:34])([F:35])[C:29]1[CH:28]=[CH:27][C:26]([CH2:25][CH2:24][CH:21]2[CH2:20][CH2:19][CH:18]([CH:15]3[CH2:16][CH2:17][CH:12]([CH2:11][CH2:10][CH:5]=[O:4])[CH2:13][CH2:14]3)[CH2:23][CH2:22]2)=[CH:31][CH:30]=1. Procedure details: Formic acid (1.5 g, 33 mmol) and toluene (10 ml) were added to the above 4-(4-(1,3-dioxan-2-ylethyl)cyclohexyl)-1-(2-(4-trifluoromethylphenyl)ethyl)cyclohexane (1.46 g, 3.23 mmol), followed by refluxing the mixture for 5 hours, washing the organic layer successively with a saturated, aqueous solution of sodium bicarbonate and water, drying over magnesium sulfate, and distilling off the solvent, to obtain 3-(4-(4-(2-(4-trifluoromethylphenyl)ethyl)cyclohexyl)cyclohexyl)propanal (1.21 g, 3.07 mmol)... Starting materials: BrBr, COc1ccc(-c2cccc3ccsc23)cc1, ClCCl. Yields the product COc1ccc(-c2ccc(Br)c3ccsc23)cc1. As a reaction SMILES: [Br:18][Br:19].[CH3:1][O:2][c:3]1[cH:4][cH:5][c:6](-[c:9]2[cH:10][cH:11][cH:12][c:13]3[cH:14][cH:15][s:16][c:17]23)[cH:7][cH:8]1.[Cl:20][CH2:21][Cl:22]>>[CH3:1][O:2][c:3]1[cH:4][cH:5][c:6](-[c:9]2[cH:10][cH:11][c:12]([Br:18])[c:13]3[cH:14][cH:15][s:16][c:17]23)[cH:7][cH:8]1.